From a dataset of the Open Reaction Database (ORD), a public repository of structured organic reaction records. describe an organic reaction: reactants, conditions, products, and yield The reactants are [BH4-], CCCCc1ccc(C=O)c(=O)n1Cc1ccc(-c2ccccc2C#N)cc1, CC(C)O, Cl, [Na+]. Product: CCCCc1ccc(CO)c(=O)n1Cc1ccc(-c2ccccc2C#N)cc1. RXN SMILES: [BH4-:1].[CH2:3]([CH2:4][CH2:5][CH3:6])[c:7]1[cH:8][cH:9][c:10]([CH:29]=[O:30])[c:11](=[O:28])[n:12]1[CH2:13][c:14]1[cH:15][cH:16][c:17](-[c:20]2[c:21]([C:26]#[N:27])[cH:22][cH:23][cH:24][cH:25]2)[cH:18][cH:19]1.[CH:32]([OH:33])([CH3:34])[CH3:35].[ClH:31].[Na+:2]>>[CH2:3]([CH2:4][CH2:5][CH3:6])[c:7]1[cH:8][cH:9][c:10]([CH2:29][OH:30])[c:11](=[O:28])[n:12]1[CH2:13][c:14]1[cH:15][cH:16][c:17](-[c:20]2[c:21]([C:26]#[N:27])[cH:22][cH:23][cH:24][cH:25]2)[cH:18][cH:19]1. Starting materials: O=C([O-])[O-], CCC1CC(N(COCC[Si](C)(C)C)S(=O)(=O)C2CC2)CC1c1nnc2cnc3c(c(I)cn3COCC[Si](C)(C)C)n12, C1COCCO1, COB(OC)OC, C1CCC(P(C2CCCCC2)C2CCCCC2)CC1, [Cs+], [Cs+], O=C(C=Cc1ccccc1)C=Cc1ccccc1, O=C(C=Cc1ccccc1)C=Cc1ccccc1, O=C(C=Cc1ccccc1)C=Cc1ccccc1, [Pd], [Pd]. The product is CCC1CC(N(COCC[Si](C)(C)C)S(=O)(=O)C2CC2)CC1c1nnc2cnc3c(c(C)cn3COCC[Si](C)(C)C)n12. As a reaction SMILES: [C:1](=[O:2])([O-:3])[O-:4].[CH2:33]([CH3:34])[CH:35]1[CH2:36][CH:37]([N:61]([S:62](=[O:63])(=[O:64])[CH:65]2[CH2:66][CH2:67]2)[CH2:68][O:69][CH2:70][CH2:71][Si:72]([CH3:73])([CH3:74])[CH3:75])[CH2:38][CH:39]1[c:40]1[n:41][n:42][c:43]2[n:44]1[c:45]1[c:46]([n:47][cH:48]2)[n:49]([CH2:53][O:54][CH2:55][CH2:56][Si:57]([CH3:58])([CH3:59])[CH3:60])[cH:50][c:51]1[I:52].[CH2:76]1[O:77][CH2:78][CH2:79][O:80][CH2:81]1.[CH3:26][O:27][B:28]([O:29][CH3:30])[O:31][CH3:32].[CH:7]1([P:8]([CH:9]2[CH2:10][CH2:11][CH2:12][CH2:13][CH2:14]2)[CH:15]2[CH2:16][CH2:17][CH2:18][CH2:19][CH2:20]2)[CH2:21][CH2:22][CH2:23][CH2:24][CH2:25]1.[Cs+:5].[Cs+:6].[O:102]=[C:103]([CH:104]=[CH:105][c:106]1[cH:107][cH:108][cH:109][cH:110][cH:111]1)[CH:112]=[CH:113][c:114]1[cH:115][cH:116][cH:117][cH:118][cH:119]1.[O:120]=[C:121]([CH:122]=[CH:123][c:124]1[cH:125][cH:126][cH:127][cH:128][cH:129]1)[CH:130]=[CH:131][c:132]1[cH:133][cH:134][cH:135][cH:136][cH:137]1.[O:84]=[C:85]([CH:86]=[CH:87][c:88]1[cH:89][cH:90][cH:91][cH:92][cH:93]1)[CH:94]=[CH:95][c:96]1[cH:97][cH:98][cH:99][cH:100][cH:101]1.[Pd:82].[Pd:83]>>[CH3:1][c:51]1[c:45]2[n:44]3[c:40]([CH:39]4[CH:35]([CH2:33][CH3:34])[CH2:36][CH:37]([N:61]([S:62](=[O:63])(=[O:64])[CH:65]5[CH2:66][CH2:67]5)[CH2:68][O:69][CH2:70][CH2:71][Si:72]([CH3:73])([CH3:74])[CH3:75])[CH2:38]4)[n:41][n:42][c:43]3[cH:48][n:47][c:46]2[n:49]([CH2:53][O:54][CH2:55][CH2:56][Si:57]([CH3:58])([CH3:59])[CH3:60])[cH:50]1. Reactants: CC1=C(C=C(C=C1)O)[N+](=O)[O-] (4-methyl-3-nitrophenol), ClCCN1CCOCC1 (4-(2-chloroethyl)morpholine), C(=O)([O-])[O-].[Cs+].[Cs+] (Cs2CO3), [Na+].[I-] (NaI). Solvent: CN(C)C=O (DMF), O (water). Conditions: temperature 80 celsius, time 3 hour. Yields the product CC1=C(C=C(OCCN2CCOCC2)C=C1)[N+](=O)[O-] (4-(2-(4-Methyl-3-nitrophenoxy)ethyl)morpholine). Reaction SMILES: [CH3:1][C:2]1[CH:7]=[CH:6][C:5]([OH:8])=[CH:4][C:3]=1[N+:9]([O-:11])=[O:10].Cl[CH2:13][CH2:14][N:15]1[CH2:20][CH2:19][O:18][CH2:17][CH2:16]1.C([O-])([O-])=O.[Cs+].[Cs+].[Na+].[I-]>CN(C=O)C.O>[CH3:1][C:2]1[CH:7]=[CH:6][C:5]([O:8][CH2:13][CH2:14][N:15]2[CH2:20][CH2:19][O:18][CH2:17][CH2:16]2)=[CH:4][C:3]=1[N+:9]([O-:11])=[O:10] |f:2.3.4,5.6|. Reported procedure: A mixture of 4-methyl-3-nitrophenol (1.53 g, 10 mmol.), 4-(2-chloroethyl)morpholine (2.79 g, 15 mmol), Cs2CO3 (9.78 g, 30 mmol) and NaI (145 mg, 1 mmol) in DMF (15 mL) was stirred for 3 h at 80° C. The reaction mixture was then cooled to room temperature, diluted with water, and extracted with EtOAc. The organic layer was dried over MgSO4, filtered and concentrated in vacuo. The crude residue was purified by flash chromatography (4:1:0.05 CH2Cl2/EtOAc/MeOH) to give the title compound as an oil. Starting materials: C(C)(=O)OC1=CC(=C(C(=C1)[N+](=O)[O-])NC(C)=O)C (4-acetylamino-3-methyl-5-nitro-phenyl acetate). The solvent is Cl (hydrochloric acid). Yields the product NC1=C(C=C(C=C1[N+](=O)[O-])O)C (4-amino-3-methyl-5-nitro-phenol). RXN SMILES: C([O:4][C:5]1[CH:10]=[C:9]([N+:11]([O-:13])=[O:12])[C:8]([NH:14]C(=O)C)=[C:7]([CH3:18])[CH:6]=1)(=O)C>Cl>[NH2:14][C:8]1[C:9]([N+:11]([O-:13])=[O:12])=[CH:10][C:5]([OH:4])=[CH:6][C:7]=1[CH3:18]. Procedure details: 20.4 g (80.7 mmol) 4-acetylamino-3-methyl-5-nitro-phenyl acetate in 100 mL semi-concentrated aqueous hydrochloric acid were refluxed for 2 h. Then the reaction mixture was evaporated down, the residue was triturated with acetone and suction filtered. After washing with acetone and diethyl ether the precipitate was dried under HV. The mother liquor was evaporated down, the residue was taken up in water and freeze-dried. Starting materials: Fc1ccc(Br)cc1, CC(=O)[O-], CC(=O)[O-], C1CNCCN1, Cc1ccccc1C, [Pd+2]. Product: Fc1ccc(N2CCNCC2)cc1. As a reaction SMILES: [Br:7][c:8]1[cH:9][cH:10][c:11]([F:14])[cH:12][cH:13]1.[C:23]([O-:24])(=[O:25])[CH3:26].[C:28]([O-:29])(=[O:30])[CH3:31].[CH2:1]1[CH2:2][NH:3][CH2:4][CH2:5][NH:6]1.[CH3:15][c:16]1[c:17]([CH3:18])[cH:19][cH:20][cH:21][cH:22]1.[Pd+2:27]>>[CH2:1]1[CH2:2][N:3]([c:8]2[cH:9][cH:10][c:11]([F:14])[cH:12][cH:13]2)[CH2:4][CH2:5][NH:6]1. The reactants are C(CCCCCCCCC)(=O)Cl (decanoyl chloride), NCC(=O)O (glycine). Product: C(CCCCCCCCC)(=O)Cl (decanoyl chloride), NCC(=O)O (glycine), C(CCCCCCCCC)(=O)NCC(=O)O (N-decanoylglycine). Yield: 94.0%. RXN SMILES: [C:1]([Cl:12])(=[O:11])[CH2:2][CH2:3][CH2:4][CH2:5][CH2:6][CH2:7][CH2:8][CH2:9][CH3:10].[NH2:13][CH2:14][C:15]([OH:17])=[O:16]>>[C:1]([Cl:12])(=[O:11])[CH2:2][CH2:3][CH2:4][CH2:5][CH2:6][CH2:7][CH2:8][CH2:9][CH3:10].[NH2:13][CH2:14][C:15]([OH:17])=[O:16].[C:1]([NH:13][CH2:14][C:15]([OH:17])=[O:16])(=[O:11])[CH2:2][CH2:3][CH2:4][CH2:5][CH2:6][CH2:7][CH2:8][CH2:9][CH3:10]. Procedure: N-Decanoylglycine was prepared by reaction of decanoyl chloride with glycine according to the procedure described in Example I. From 47.7 g (0.25 mol) of decanoyl chloride and 18.8 g (0.25 mol) of glycine was obtained 54.1 g (94%) of N-decanoylglycine, mp 104°-108° C. Reactants: C1CCOC1, COc1ccc(CCl)cc1, [Cl-], [NH4+], O=Cc1ccc[nH]1. Product: COc1ccc(Cn2cccc2C=O)cc1. RXN SMILES: [CH2:20]1[O:21][CH2:22][CH2:23][CH2:24]1.[CH3:8][O:9][c:10]1[cH:11][cH:12][c:13]([CH2:14][Cl:15])[cH:16][cH:17]1.[Cl-:18].[NH4+:19].[nH:1]1[c:2]([CH:6]=[O:7])[cH:3][cH:4][cH:5]1>>[n:1]1([CH2:14][c:13]2[cH:12][cH:11][c:10]([O:9][CH3:8])[cH:17][cH:16]2)[c:2]([CH:6]=[O:7])[cH:3][cH:4][cH:5]1. The reactants are C(C)OC(COC1=CC=C(C=O)C=C1)OCC (4-[(2,2-diethoxy]ethoxy]benzaldehyde), S1C(NC(C1)=O)=O (thiazolidin-2,4-dione), C(C1=CC=CC=C1)(=O)O (benzoic acid), N1CCCCC1 (piperidine). Solvent: C1(=CC=CC=C1)C (toluene), O (water), CCOC(=O)C (EtOAc). Yields the product C(C)OC(COC1=CC=C(C=C1)C=C1C(NC(S1)=O)=O)OCC (5-[4-[(2,2-Diethoxy)ethoxy]phenyl methylene]thiazolidin-2,4-dione). Isolated yield 83.5%. RXN SMILES: [CH2:1]([O:3][CH:4]([O:15][CH2:16][CH3:17])[CH2:5][O:6][C:7]1[CH:14]=[CH:13][C:10]([CH:11]=O)=[CH:9][CH:8]=1)[CH3:2].[S:18]1[CH2:22][C:21](=[O:23])[NH:20][C:19]1=[O:24].C(O)(=O)C1C=CC=CC=1.N1CCCCC1>C1(C)C=CC=CC=1.CCOC(C)=O.O>[CH2:1]([O:3][CH:4]([O:15][CH2:16][CH3:17])[CH2:5][O:6][C:7]1[CH:14]=[CH:13][C:10]([CH:11]=[C:22]2[S:18][C:19](=[O:24])[NH:20][C:21]2=[O:23])=[CH:9][CH:8]=1)[CH3:2]. Procedure: A mixture of 4-[(2,2-diethoxy]ethoxy]benzaldehyde (10.6 g, 44.53 mmol), thiazolidin-2,4-dione (5.21 g, 44.53 mmol), benzoic acid (0.70 g, 5.78 mmol) and piperidine (0.64 mL, 6.7 mmol) in toluene (150 mL) was refluxed for 2 h with continuous removal of water. The reaction mixture was cooled to room temperature and diluted with EtOAc (150 ml). The mixture was washed with water, brine, dried over anhydrous Na2SO4 and concentrated. The crude compound was purified by column chromatography using EtOAc...